This data is from the Open Reaction Database (ORD), a public repository of structured organic reaction records. The task is: describe an organic reaction: reactants, conditions, products, and yield Reactants: C(#N)C1=C(C=C(C=C1)C(C)(O)C=1N=CN(C1)C(C1=CC=CC=C1)(C1=CC=CC=C1)C1=CC=CC=C1)F (1-(4-cyano-3-fluorophenyl)-1-[1-(triphenylmethyl)imidazol-4-yl]ethanol), C(CO)(=O)OC (methyl glycolate), C(C)(C)N(C(C)C)CC (N,N-diisopropylethylamine), FC(S(=O)(=O)OS(=O)(=O)C(F)(F)F)(F)F (trifluoromethanesulfonic anhydride). Solvent: C(Cl)Cl (CH2Cl2). The product is COC(CN1C=NC=C1C(C)(O)C1=CC(=C(C=C1)C#N)F)=O ({5-[1-(4-cyano-3-fluorophenyl)-1-hydroxyethyl]imidazol-1-yl}acetic acid methyl ester). Reaction SMILES: [C:1]([C:3]1[CH:8]=[CH:7][C:6]([C:9]([C:12]2[N:13]=[CH:14][N:15](C(C3C=CC=CC=3)(C3C=CC=CC=3)C3C=CC=CC=3)[CH:16]=2)([OH:11])[CH3:10])=[CH:5][C:4]=1[F:36])#[N:2].[C:37]([O:41][CH3:42])(=[O:40])[CH2:38]O.C(N(CC)C(C)C)(C)C.FC(F)(F)S(OS(C(F)(F)F)(=O)=O)(=O)=O>C(Cl)Cl>[CH3:42][O:41][C:37](=[O:40])[CH2:38][N:13]1[C:12]([C:9]([C:6]2[CH:7]=[CH:8][C:3]([C:1]#[N:2])=[C:4]([F:36])[CH:5]=2)([OH:11])[CH3:10])=[CH:16][N:15]=[CH:14]1. Procedure: To a stirred solution of 1-(4-cyano-3-fluorophenyl)-1-[1-(triphenylmethyl)imidazol-4-yl]ethanol from Step F (200 mg, 0.42 mmol), methyl glycolate (35 mg, 0.39 mmol), and N,N-diisopropylethylamine (65 mg, 0.51 mmol) in dry CH2Cl2 (10 mL), under argon, at −78° C., was added trifluoromethanesulfonic anhydride (110 mg, 0.39 mmol) dropwise. The mixture was allowed to warm slowly to ambient temperature, then the solvent was removed in vacuo. The residue was dissolved in MeOH (10 mL) and the solution w... The reactants are Cl.C(C)(C)OC(CC1=CN(C2=CC=CC=C12)C)=N (1-Methyl -3-indoleacetimidic acid isopropyl ester hydrochloride), CC=1C=CC(=CC1)S(=O)(=O)O.O (TsOH.H2O), CN1C=CC2=CC=C(C=C12)N1CCOCC1 (1-methyl-6-morpholin-4-yl-1H-indole), C(C(=O)Cl)(=O)Cl (Oxalyl chloride). Solvent: C(Cl)Cl (CH2Cl2), CCN(CC)CC (Et3N), C(Cl)Cl (CH2Cl2), CCOC(=O)C (EtOAc). Run at temperature 0 celsius, time 4 hour. Product: CN1C=C(C2=CC=CC=C12)C=1C(NC(C1C1=CN(C2=CC(=CC=C12)N1CCOCC1)C)=O)=O (3-(1-methyl-1H-indol-3-yl)-4-(1-methyl-6-morpholin-4-yl-1H-indol-3-yl)pyrrole 2,5-dione). Yield: 31.0%. As a reaction SMILES: [CH3:1][N:2]1[C:10]2[C:5](=[CH:6][CH:7]=[C:8]([N:11]3[CH2:16][CH2:15][O:14][CH2:13][CH2:12]3)[CH:9]=2)[CH:4]=[CH:3]1.[C:17](Cl)(=[O:21])[C:18](Cl)=O.Cl.C([O:27][C:28](=[NH:40])[CH2:29][C:30]1[C:38]2[C:33](=[CH:34][CH:35]=[CH:36][CH:37]=2)[N:32]([CH3:39])[CH:31]=1)(C)C.CC1C=CC(S(O)(=O)=O)=CC=1.O>C(Cl)Cl.CCOC(C)=O.CCN(CC)CC>[CH3:39][N:32]1[C:33]2[C:38](=[CH:37][CH:36]=[CH:35][CH:34]=2)[C:30]([C:29]2[C:28](=[O:27])[NH:40][C:17](=[O:21])[C:18]=2[C:4]2[C:5]3[C:10](=[CH:9][C:8]([N:11]4[CH2:12][CH2:13][O:14][CH2:15][CH2:16]4)=[CH:7][CH:6]=3)[N:2]([CH3:1])[CH:3]=2)=[CH:31]1 |f:2.3,4.5|. Procedure: A solution of 1-methyl-6-morpholin-4-yl-1H-indole (0.50 g, 2.31 mmol) in CH2Cl2 (5 mL) (dried over 3A° molecular sieves) was cooled to 0° C. Oxalyl chloride (0.4 mL, 4.62 mmol), was added dropwise over 5 min. The mixture was stirred at 0° C. for 4 h and evaporated. The residual solid was triturated with ether, filtered, washed with ether and dried under vacuum for 30 min. 1-Methyl -3-indoleacetimidic acid isopropyl ester hydrochloride (0.58 g, 2.20 mmol) and CH2Cl2 (9 mL) were added to the yello... Starting materials: C(=O)(O)CCC=1C(=C(NC1)C=O)C (4-(2-Carboxyethyl)-2-formyl-3-methylpyrrole), IC=1C=C2CC(NC2=CC1)=O (5-iodo-2-oxindole), N1CCCCC1 (piperidine). Solvent: C(C)O (ethanol). Product: IC=1C=C2C(C(NC2=CC1)=O)=CC1=C(C(=CN1)CCC(=O)O)C (3-[5-(5-Iodo-2-oxo-1,2-dihydroindol-3-ylidenemethyl)-4-methyl-1H-pyrrol-3-yl]-propionic acid). The yield is 77.2%. RXN SMILES: [C:1]([CH2:4][CH2:5][C:6]1[C:7]([CH3:13])=[C:8]([CH:11]=O)[NH:9][CH:10]=1)([OH:3])=[O:2].[I:14][C:15]1[CH:16]=[C:17]2[C:21](=[CH:22][CH:23]=1)[NH:20][C:19](=[O:24])[CH2:18]2.N1CCCCC1>C(O)C>[I:14][C:15]1[CH:16]=[C:17]2[C:21](=[CH:22][CH:23]=1)[NH:20][C:19](=[O:24])[C:18]2=[CH:11][C:8]1[NH:9][CH:10]=[C:6]([CH2:5][CH2:4][C:1]([OH:3])=[O:2])[C:7]=1[CH3:13]. Reported procedure: 4-(2-Carboxyethyl)-2-formyl-3-methylpyrrole (90 mg), 130 mg 5-iodo-2-oxindole, and 75 L piperidine in 2 mL ethanol were heated at 95° C. for 5 hours. The reaction mixture was cooled and concentrated. The residue was suspended in 2 N aqueous hydrochloric acid. The precipitate was filtered, washed with water to pH 6 and dried in a vacuum oven to give 162 mg (77%) of the title compound as a brown solid. Reactants: ClCCl (Dichloromethane), C(CCl)Cl (EDC), CS(=O)(=O)N (methylsulfonamide), CC=1C=C(C=C(C1)NC1=NC=CC(=N1)C(F)(F)F)C=1C=CC(=NC1)C(=O)O (5-(3-methyl-5-{[4-(trifluoromethyl)pyrimidin-2-yl]amino}phenyl)pyridine-2-carboxylic acid), CN(C)C=O (DMF). The reagents and catalysts are CN(C)C=1C=CN=CC1 (DMAP). The solvent is [Cl-].[NH4+] (ammonium chloride). Reaction conditions: time 16 hour. Product: CS(=O)(=O)NC(=O)C1=NC=C(C=C1)C1=CC(=CC(=C1)NC1=NC=CC(=N1)C(F)(F)F)C (N-(methylsulfonyl)-5-(3-methyl-5-{[4-(trifluoromethyl)pyrimidin-2-yl]amino}phenyl)pyridine-2-carboxamide), C(=O)(C(F)(F)F)O (TFA). RXN SMILES: ClCCl.C(Cl)CCl.[CH3:8][S:9]([NH2:12])(=[O:11])=[O:10].[CH3:13][C:14]1[CH:15]=[C:16]([C:31]2[CH:32]=[CH:33][C:34]([C:37](O)=[O:38])=[N:35][CH:36]=2)[CH:17]=[C:18]([NH:20][C:21]2[N:26]=[C:25]([C:27]([F:30])([F:29])[F:28])[CH:24]=[CH:23][N:22]=2)[CH:19]=1.CN([CH:43]=[O:44])C>CN(C1C=CN=CC=1)C.[Cl-].[NH4+]>[CH3:8][S:9]([NH:12][C:37]([C:34]1[CH:33]=[CH:32][C:31]([C:16]2[CH:17]=[C:18]([NH:20][C:21]3[N:26]=[C:25]([C:27]([F:30])([F:28])[F:29])[CH:24]=[CH:23][N:22]=3)[CH:19]=[C:14]([CH3:13])[CH:15]=2)=[CH:36][N:35]=1)=[O:38])(=[O:11])=[O:10].[C:43]([OH:44])([C:27]([F:30])([F:29])[F:28])=[O:10] |f:6.7|. Procedure: Dichloromethane (670 μL), EDC (38 mg, 0.20 mmol), methylsulfonamide (25 mg, 0.27 mmol) and DMAP (1.6 mg, 0.013 mmol) were added to 5-(3-methyl-5-{[4-(trifluoromethyl)pyrimidin-2-yl]amino}phenyl)pyridine-2-carboxylic acid (50 mg, 0.13) and the reaction was allowed to stir for 16 hours at room temperature. DMF (500 μL) was added to the reaction and stirred overnight at room temperature. The reaction was then diluted with aqueous saturated ammonium chloride and extracted with dichloromethane. The o... The reactants are [OH-].[Na+] (sodium hydroxide), Cl (hydrochloric acid), FC=1C=CC=C2OC=3C=C(C=CC3C(C12)=O)O (8-fluoro-3-hydroxy-9-oxo-9H-xanthene), C([O-])([O-])=O.[K+].[K+] (potassium carbonate), BrCC(=O)OCC (ethyl bromoacetate). Run in O (water), CN(C)C=O (DMF). Run at time 4 hour. The product is FC=1C=CC=C2OC=3C=C(C=CC3C(C12)=O)OCC(=O)O (8-fluoro-9-oxo-9H-xanthene-3-yloxyacetic acid). Isolated yield 88.7%. Reaction SMILES: [F:1][C:2]1[CH:3]=[CH:4][CH:5]=[C:6]2[C:15]=1[C:14](=[O:16])[C:13]1[CH:12]=[CH:11][C:10]([OH:17])=[CH:9][C:8]=1[O:7]2.C(=O)([O-])[O-].[K+].[K+].Br[CH2:25][C:26]([O:28]CC)=[O:27].[OH-].[Na+].Cl>O.CN(C=O)C>[F:1][C:2]1[CH:3]=[CH:4][CH:5]=[C:6]2[C:15]=1[C:14](=[O:16])[C:13]1[CH:12]=[CH:11][C:10]([O:17][CH2:25][C:26]([OH:28])=[O:27])=[CH:9][C:8]=1[O:7]2 |f:1.2.3,5.6|. Procedure: A mixture of 1.8 g of 8-fluoro-3-hydroxy-9-oxo-9H-xanthene, 3.2 g of potassium carbonate, 3.7 g of ethyl bromoacetate and 100 ml of DMF was stirred at 60°-70° C. for 4 hours. After cooling the mixture, 5 g of sodium hydroxide and 100 ml of water were added, and the resulting mixture was stirred at 90°-100° C. for 30 minutes. After cooling, the mixture was rendered acidic with hydrochloric acid and the solid crystal was recovered by filtration, washed with water and dried. Recrystallization from ...